From a dataset of the Open Reaction Database (ORD), a public repository of structured organic reaction records. describe an organic reaction: reactants, conditions, products, and yield Starting materials: C=1C=CC2=C(C1)C(=CN2)CCO (tryptophol), ClCCCC(C)=O (5-chloro-2-pentanone), C1(=CC=C(C=C1)S(=O)(=O)O)C (p-toluenesulfonic acid), alkali-aluminum silicate. Solvent: C1=CC=CC=C1 (benzene). Run at time 1 hour. Yields the product ClCCCC1(OCCC2=C1NC1=CC=CC=C21)C (1-(3-chloropropyl)-1-methyl-1,3,4,9-tetrahydropyrano[3,4-b]indole). As a reaction SMILES: [CH:1]1[CH:2]=[CH:3][C:4]2[NH:9][CH:8]=[C:7]([CH2:10][CH2:11][OH:12])[C:5]=2[CH:6]=1.[Cl:13][CH2:14][CH2:15][CH2:16][C:17](=O)[CH3:18].C1(C)C=CC(S(O)(=O)=O)=CC=1>C1C=CC=CC=1>[Cl:13][CH2:14][CH2:15][CH2:16][C:17]1([CH3:18])[C:8]2[NH:9][C:4]3[C:5]([C:7]=2[CH2:10][CH2:11][O:12]1)=[CH:6][CH:1]=[CH:2][CH:3]=3. Reported procedure: To a solution of tryptophol (15 g, 0.09 M) in 150 ml of benzene, 5-chloro-2-pentanone (12 g, 0.10 M) is added. The mixture is heated in the presence of 200 mg of p-toluenesulfonic acid and hydrated alkali-aluminum silicate (Molecular Sieves No. 4). After 1 hr. of refluxing, 400 mg more of acid is added. After a total of 2 hr. the reaction is cooled, filtered and washed with 5% sodium bicarbonate, water and dried over sodium sulfate. Evaporation under reduced pressure affords an oil. This oil is ... Reactants: FC=1C=C2C(=NC1)N(N=C2C=2N=C(C1=C(N2)NC(C1(C)C)=O)I)CC1=C(C=CC=C1)F (2-[5-Fluoro-1-(2-fluorobenzyl)-1H-pyrazolo[3,4-b]pyridin-3-yl]-4-iodo-5,5-dimethyl-5,7-dihydro-6H-pyrrolo[2,3-d]pyrimidin-6-one), FC(CCCN)(F)F (4,4,4-trifluorobutylamine). Run in CN1C(CCC1)=O (1-methyl-2-pyrrolidone). Run at temperature 150 celsius. Yields the product FC=1C=C2C(=NC1)N(N=C2C=2N=C(C1=C(N2)NC(C1(C)C)=O)NCCCC(F)(F)F)CC1=C(C=CC=C1)F (2-[5-Fluoro-1-(2-fluorobenzyl)-1H-pyrazolo[3,4-b]pyridin-3-yl]-5,5-dimethyl-4-[(4,4,4-trifluorobutyl)amino]-5,7-dihydro-6H-pyrrolo[2,3-d]pyrimidin-6-one). As a reaction SMILES: [F:1][C:2]1[CH:3]=[C:4]2[C:10]([C:11]3[N:12]=[C:13](I)[C:14]4[C:19]([CH3:21])([CH3:20])[C:18](=[O:22])[NH:17][C:15]=4[N:16]=3)=[N:9][N:8]([CH2:24][C:25]3[CH:30]=[CH:29][CH:28]=[CH:27][C:26]=3[F:31])[C:5]2=[N:6][CH:7]=1.[F:32][C:33]([F:39])([F:38])[CH2:34][CH2:35][CH2:36][NH2:37]>CN1CCCC1=O>[F:1][C:2]1[CH:3]=[C:4]2[C:10]([C:11]3[N:12]=[C:13]([NH:37][CH2:36][CH2:35][CH2:34][C:33]([F:39])([F:38])[F:32])[C:14]4[C:19]([CH3:21])([CH3:20])[C:18](=[O:22])[NH:17][C:15]=4[N:16]=3)=[N:9][N:8]([CH2:24][C:25]3[CH:30]=[CH:29][CH:28]=[CH:27][C:26]=3[F:31])[C:5]2=[N:6][CH:7]=1. Procedure: 150 mg (0.186 mmol, approx. 66% purity) of the compound obtained in example 16A was dissolved in 1-methyl-2-pyrrolidone (3 ml) in a reaction vessel suitable for a microwave and 0.4 ml of 4,4,4-trifluorobutylamine was added. Then it was sealed with a corresponding septum and it was heated in the microwave at 150° C. for 3 h. After cooling, the reaction mixture was purified by preparative HPLC (acetonitrile:water (+0.05% formic acid) gradient). 47 mg of the title compound was obtained (48% of theo... Procedure details: 1-[4′-(4-Bromomethyl-3-methyl-isoxazol-5-yl)-biphenyl-4-yl]-cyclopropanecarboxylic acid ethyl ester (1.0 g, 2.27 mmol) and triisopropylsilanethiol (0.488 mL, 2.27 mmol) were dissolved in DMF (25 mL) and the solution was degassed with N2 for 10 minutes. Cesium carbonate was added and the reaction stirred overnight under N2 atmosphere. Standard aqueous workup afforded a mixture of the desired product plus de-protected free thiol which was taken directly to the next step. Run at time 8 hour. Reaction SMILES: [CH2:1]([O:3][C:4]([C:6]1([C:9]2[CH:14]=[CH:13][C:12]([C:15]3[CH:20]=[CH:19][C:18]([C:21]4[O:25][N:24]=[C:23]([CH3:26])[C:22]=4[CH2:27]Br)=[CH:17][CH:16]=3)=[CH:11][CH:10]=2)[CH2:8][CH2:7]1)=[O:5])[CH3:2].[CH:29]([Si:32]([CH:37]([CH3:39])[CH3:38])([CH:34]([CH3:36])[CH3:35])[SH:33])([CH3:31])[CH3:30]>CN(C=O)C>[CH2:1]([O:3][C:4]([C:6]1([C:9]2[CH:14]=[CH:13][C:12]([C:15]3[CH:20]=[CH:19][C:18]([C:21]4[O:25][N:24]=[C:23]([CH3:26])[C:22]=4[CH2:27][S:33][Si:32]([CH:34]([CH3:36])[CH3:35])([CH:37]([CH3:39])[CH3:38])[CH:29]([CH3:30])[CH3:31])=[CH:17][CH:16]=3)=[CH:11][CH:10]=2)[CH2:8][CH2:7]1)=[O:5])[CH3:2]. The reactants are thiol, C(C)OC(=O)C1(CC1)C1=CC=C(C=C1)C1=CC=C(C=C1)C1=C(C(=NO1)C)CBr (1-[4′-(4-Bromomethyl-3-methyl-isoxazol-5-yl)-biphenyl-4-yl]-cyclopropanecarboxylic acid ethyl ester), C(C)(C)[Si](S)(C(C)C)C(C)C (triisopropylsilanethiol). Yields the product C(C)OC(=O)C1(CC1)C1=CC=C(C=C1)C1=CC=C(C=C1)C1=C(C(=NO1)C)CS[Si](C(C)C)(C(C)C)C(C)C (1-[4′-(3-Methyl-4-triisopropylsilanylsulfanylmethyl-isoxazol-5-yl)-biphenyl-4-yl]-cyclopropanecarboxylic acid ethyl ester). Run in CN(C)C=O (DMF). The reactants are CC[SiH](CC)CC, COC(=O)C(=Cc1sc(NC(=O)OC(C)(C)C)nc1C(F)(F)F)NC(=O)c1ccc(C(=O)NCc2cccc(O)c2)cc1Cl, ClCCl, O=C(O)C(F)(F)F. The product is COC(=O)C(=Cc1sc(N)nc1C(F)(F)F)NC(=O)c1ccc(C(=O)NCc2cccc(O)c2)cc1Cl. As a reaction SMILES: [CH2:1]([SiH:2]([CH2:3][CH3:4])[CH2:5][CH3:6])[CH3:7].[CH3:8][O:9][C:10]([C:11](=[CH:12][c:13]1[c:14]([C:26]([F:27])([F:28])[F:29])[n:15][c:16]([NH:18][C:19]([O:20][C:21]([CH3:22])([CH3:23])[CH3:24])=[O:25])[s:17]1)[NH:30][C:31]([c:32]1[c:33]([Cl:49])[cH:34][c:35]([C:38](=[O:39])[NH:40][CH2:41][c:42]2[cH:43][c:44]([OH:48])[cH:45][cH:46][cH:47]2)[cH:36][cH:37]1)=[O:50])=[O:51].[Cl:59][CH2:60][Cl:61].[OH:52][C:53]([C:54]([F:55])([F:56])[F:57])=[O:58]>>[CH3:8][O:9][C:10]([C:11](=[CH:12][c:13]1[c:14]([C:26]([F:27])([F:28])[F:29])[n:15][c:16]([NH2:18])[s:17]1)[NH:30][C:31]([c:32]1[c:33]([Cl:49])[cH:34][c:35]([C:38](=[O:39])[NH:40][CH2:41][c:42]2[cH:43][c:44]([OH:48])[cH:45][cH:46][cH:47]2)[cH:36][cH:37]1)=[O:50])=[O:51]. The reactants are CC(C)(C)c1cc(OCc2ccccc2)n(Cc2ccc(CO)cc2)n1, CCCCP(CCCC)CCCC, CCOC(=O)CCc1ccc(O)cc1F, O=C(N=NC(=O)N1CCCCC1)N1CCCCC1, C1CCOC1. Yields the product CCOC(=O)CCc1ccc(OCc2ccc(Cn3nc(C(C)(C)C)cc3OCc3ccccc3)cc2)cc1F. Reaction SMILES: [CH2:1]([c:2]1[cH:3][cH:4][cH:5][cH:6][cH:7]1)[O:8][c:9]1[cH:10][c:11]([C:23]([CH3:24])([CH3:25])[CH3:26])[n:12][n:13]1[CH2:14][c:15]1[cH:16][cH:17][c:18]([CH2:21][OH:22])[cH:19][cH:20]1.[CH2:42]([P:43]([CH2:44][CH2:45][CH2:46][CH3:47])[CH2:48][CH2:49][CH2:50][CH3:51])[CH2:52][CH2:53][CH3:54].[F:27][c:28]1[c:29]([CH2:35][CH2:36][C:37](=[O:38])[O:39][CH2:40][CH3:41])[cH:30][cH:31][c:32]([OH:34])[cH:33]1.[N:55]([C:56]([N:57]1[CH2:58][CH2:59][CH2:60][CH2:61][CH2:62]1)=[O:63])=[N:64][C:65]([N:66]1[CH2:67][CH2:68][CH2:69][CH2:70][CH2:71]1)=[O:72].[O:73]1[CH2:74][CH2:75][CH2:76][CH2:77]1>>[CH2:1]([c:2]1[cH:3][cH:4][cH:5][cH:6][cH:7]1)[O:8][c:9]1[cH:10][c:11]([C:23]([CH3:24])([CH3:25])[CH3:26])[n:12][n:13]1[CH2:14][c:15]1[cH:16][cH:17][c:18]([CH2:21][O:22][c:32]2[cH:31][cH:30][c:29]([CH2:35][CH2:36][C:37](=[O:38])[O:39][CH2:40][CH3:41])[c:28]([F:27])[cH:33]2)[cH:19][cH:20]1. The reactants are CSC1=CC=C(C=C1)CCOC1=CC=C(C=O)C=C1 (4-[2-(4-Methylmercaptophenyl)ethoxy]benzaldehyde), 1.09, S1C(NC(C1)=O)=O (2,4-thiazolidinedione), C1(=CC=CC=C1)C (toluene). Reagents/catalysts: N1CCCCC1 (piperidine), C(C)(=O)O (acetic acid). Solvent: O (water). Yields the product CSC1=CC=C(C=C1)CCOC1=CC=C(C=C2C(NC(S2)=O)=O)C=C1 (5-(4-[2-(4-methylmercaptophenyl)ethoxy]benzylidene)thiazolidine-2,4-dione). The yield is 80.0%. Reaction SMILES: [CH3:1][S:2][C:3]1[CH:8]=[CH:7][C:6]([CH2:9][CH2:10][O:11][C:12]2[CH:19]=[CH:18][C:15]([CH:16]=O)=[CH:14][CH:13]=2)=[CH:5][CH:4]=1.[S:20]1[CH2:24][C:23](=[O:25])[NH:22][C:21]1=[O:26].C1(C)C=CC=CC=1>N1CCCCC1.C(O)(=O)C.O>[CH3:1][S:2][C:3]1[CH:8]=[CH:7][C:6]([CH2:9][CH2:10][O:11][C:12]2[CH:19]=[CH:18][C:15]([CH:16]=[C:24]3[S:20][C:21](=[O:26])[NH:22][C:23]3=[O:25])=[CH:14][CH:13]=2)=[CH:5][CH:4]=1. Procedure details: 1 g (3.7 mmole) 4-[2-(4-Methylmercaptophenyl)ethoxy]benzaldehyde, 1.09 (9.25 mmole) 2,4-thiazolidinedione, 5 drops of piperidine, 6 drops of acetic acid and toluene were refluxed with water separation in a Dean-Stark apparatus for 1 hour. The heat was removed and the crystals were recrystallized in dichloromethane:methanol (95:5) to give 1.1 g (yield 80%) of 5-(4-[2-(4-methylmercaptophenyl)ethoxy]benzylidene)thiazolidine-2,4-dione. Starting materials: O[C@@H](C(=O)N1CCC(CC1)C1=NC=2N(C3=C1C=CN3)N=CC2C=2C=NC(=CC2)C2=CC=CC=C2)C ((R)-2-hydroxy-1-(4-(3-(6-phenylpyridin-3-yl)-8H-pyrazolo[1,5-a]pyrrolo[3,2-e]pyrimidin-5-yl)piperidin-1-yl)propan-1-one), O[C@@H](C(=O)O)CO ((R)-2,3-dihydroxypropanoic acid). Product: O[C@@H](C(=O)N1CCC(CC1)C1=NC=2N(C3=C1C=CN3)N=CC2C=2C=NC(=CC2)C2=CC=CC=C2)CO ((R)-2,3-dihydroxy-1-(4-(3-(6-phenylpyridin-3-yl)-8H-pyrazolo[1,5-a]pyrrolo[3,2-e]pyrimidin-5-yl)piperidin-1-yl)propan-1-one). RXN SMILES: [OH:1][C@H:2]([CH3:35])[C:3]([N:5]1[CH2:10][CH2:9][CH:8]([C:11]2[C:16]3[CH:17]=[CH:18][NH:19][C:15]=3[N:14]3[N:20]=[CH:21][C:22]([C:23]4[CH:24]=[N:25][C:26]([C:29]5[CH:34]=[CH:33][CH:32]=[CH:31][CH:30]=5)=[CH:27][CH:28]=4)=[C:13]3[N:12]=2)[CH2:7][CH2:6]1)=[O:4].[OH:36][C@H](CO)C(O)=O>>[OH:1][C@H:2]([CH2:35][OH:36])[C:3]([N:5]1[CH2:6][CH2:7][CH:8]([C:11]2[C:16]3[CH:17]=[CH:18][NH:19][C:15]=3[N:14]3[N:20]=[CH:21][C:22]([C:23]4[CH:24]=[N:25][C:26]([C:29]5[CH:34]=[CH:33][CH:32]=[CH:31][CH:30]=5)=[CH:27][CH:28]=4)=[C:13]3[N:12]=2)[CH2:9][CH2:10]1)=[O:4]. Reported procedure: The title compound was prepared in a similar way to compound 25, except that (R)-2,3-dihydroxypropanoic acid was used in place of D-lactic acid in Step C. LC/MS (10 min method) RT: 2.63 min, [M+]=482.21, [M+H]=483.21 Starting materials: CC(=O)O, CO, CC1(C)NCC(C)(c2cc(F)cc(F)c2)N(Cc2cnc3cc4c(cc3c2)CC2(C4)C(=O)Nc3ncccc32)C1=O, NCCN, [Na+], [Na+], O=C([O-])O, [OH-]. Yields the product CN1CC(C)(c2cc(F)cc(F)c2)N(Cc2cnc3cc4c(cc3c2)CC2(C4)C(=O)Nc3ncccc32)C(=O)C1(C)C. RXN SMILES: [C:42]([OH:43])(=[O:44])[CH3:45].[CH3:52][OH:53].[F:1][c:2]1[cH:3][c:4]([C:9]2([CH3:41])[N:10]([CH2:18][c:19]3[cH:20][n:21][c:22]4[cH:23][c:24]5[c:25]([cH:26][c:27]4[cH:28]3)[CH2:29][C:30]3([CH2:31]5)[C:32](=[O:40])[NH:33][c:34]4[n:35][cH:36][cH:37][cH:38][c:39]43)[C:11](=[O:17])[C:12]([CH3:15])([CH3:16])[NH:13][CH2:14]2)[cH:5][c:6]([F:8])[cH:7]1.[NH2:48][CH2:49][CH2:50][NH2:51].[Na+:47].[Na+:58].[O-:54][C:55]([OH:56])=[O:57].[OH-:46]>>[F:1][c:2]1[cH:3][c:4]([C:9]2([CH3:41])[N:10]([CH2:18][c:19]3[cH:20][n:21][c:22]4[cH:23][c:24]5[c:25]([cH:26][c:27]4[cH:28]3)[CH2:29][C:30]3([CH2:31]5)[C:32](=[O:40])[NH:33][c:34]4[n:35][cH:36][cH:37][cH:38][c:39]43)[C:11](=[O:17])[C:12]([CH3:15])([CH3:16])[N:13]([CH3:42])[CH2:14]2)[cH:5][c:6]([F:8])[cH:7]1. The reactants are [N].N1CCCCC1 (piperidine nitrogen), C(=O)(OC(C)(C)C)N1CCC(CC1)CO (N-BOC-4-piperidinylcarbinol), OC1=NOC(=C1)C(=O)OC (methyl 3-hydroxyisoxazole-5-carboxylate), C(=O)(OCC1=CC=CC=C1)N(C(SC)=N)C(=O)OCC1=CC=CC=C1 (N,N,-diCBz-S-methylisothiourea), ester. Yields the product C(N)(=N)N1CCCCC1 (amidinopiperdine). RXN SMILES: C(N1CCC(CO)CC1)(OC(C)(C)C)=O.OC1C=C(C(OC)=O)ON=1.[N].[NH:27]1[CH2:32][CH2:31][CH2:30][CH2:29][CH2:28]1.C([N:43](C(OCC1C=CC=CC=1)=O)[C:44](=[NH:47])SC)(OCC1C=CC=CC=1)=O>>[C:44]([N:27]1[CH2:32][CH2:31][CH2:30][CH2:29][CH2:28]1)(=[NH:43])[NH2:47] |f:2.3|. Procedure: Scheme XIXb outlines the synthesis of the analogous compounds where R1 is 4-(1-amidinopiperidinyl) instead of 4-amidinophenyl. After initial condensation of N-BOC-4-piperidinylcarbinol with methyl 3-hydroxyisoxazole-5-carboxylate under Mitsunobu conditions, the intermediate ester is saponified and condensed with a 1,3-diaminpropionate using conditions described above. The piperidine nitrogen is deprotected and treated with N,N,-diCBz-S-methylisothiourea to give a protected amidinopiperdine. Hydr...